This data is from the Open Reaction Database (ORD), a public repository of structured organic reaction records. The task is: describe an organic reaction: reactants, conditions, products, and yield The reactants are Ic1ccc(OCc2ccccc2)cc1, C1COCCO1, CC(C)(C)[O-], CCOC(C)=O, [Na+], CC(=O)[O-], CC(=O)[O-], C1CC2(CCN1)OCCO2, [Pd+2], c1ccc(-c2ccccc2P(C2CCCCC2)C2CCCCC2)cc1. Yields the product c1ccc(COc2ccc(N3CCC4(CC3)OCCO4)cc2)cc1. RXN SMILES: [CH2:11]([c:12]1[cH:13][cH:14][cH:15][cH:16][cH:17]1)[O:18][c:19]1[cH:20][cH:21][c:22]([I:25])[cH:23][cH:24]1.[CH2:72]1[O:73][CH2:74][CH2:75][O:76][CH2:77]1.[CH3:26][C:27]([CH3:28])([O-:29])[CH3:30].[CH3:57][CH2:58][O:59][C:60](=[O:61])[CH3:62].[Na+:31].[O-:64][C:65]([CH3:66])=[O:67].[O-:68][C:69]([CH3:70])=[O:71].[O:1]1[CH2:2][CH2:3][O:4][C:5]12[CH2:6][CH2:7][NH:8][CH2:9][CH2:10]2.[Pd+2:63].[c:32]1(-[c:33]2[cH:34][cH:35][cH:36][cH:37][cH:38]2)[cH:39][cH:40][cH:41][cH:42][c:43]1[P:44]([CH:45]1[CH2:46][CH2:47][CH2:48][CH2:49][CH2:50]1)[CH:51]1[CH2:52][CH2:53][CH2:54][CH2:55][CH2:56]1>>[O:1]1[CH2:2][CH2:3][O:4][C:5]12[CH2:6][CH2:7][N:8]([c:22]1[cH:21][cH:20][c:19]([O:18][CH2:11][c:12]3[cH:13][cH:14][cH:15][cH:16][cH:17]3)[cH:24][cH:23]1)[CH2:9][CH2:10]2. The reactants are CCO, Cl, N#Cc1ncc(F)cc1F, C1CCOC1. Yields the product Cl, NCc1ncc(F)cc1F. RXN SMILES: [CH2:17]([OH:18])[CH3:19].[ClH:11].[F:1][c:2]1[c:3]([C:9]#[N:10])[n:4][cH:5][c:6]([F:8])[cH:7]1.[O:12]1[CH2:13][CH2:14][CH2:15][CH2:16]1>>[ClH:11].[F:1][c:2]1[c:3]([CH2:9][NH2:10])[n:4][cH:5][c:6]([F:8])[cH:7]1.